From a dataset of the Open Reaction Database (ORD), a public repository of structured organic reaction records. describe an organic reaction: reactants, conditions, products, and yield Starting materials: NC1=C(C=CC=C1)O (2-aminophenol), NC1=CC=C(C(=O)O)C=C1 (4-aminobenzoic acid). The solvent is polyphosphoric acid, C([O-])(O)=O.[Na+] (sodium bicarbonate). Run at temperature 190 celsius. Yields the product NC1=CC=C(C=C1)C=1OC2=C(N1)C=CC=C2 (2-(4-Aminophenyl)benzoxazole). The yield is 61.6%. RXN SMILES: [NH2:1][C:2]1[CH:7]=[CH:6][CH:5]=[CH:4][C:3]=1[OH:8].[NH2:9][C:10]1[CH:18]=[CH:17][C:13]([C:14](O)=O)=[CH:12][CH:11]=1>C(=O)(O)[O-].[Na+]>[NH2:9][C:10]1[CH:18]=[CH:17][C:13]([C:14]2[O:8][C:3]3[CH:4]=[CH:5][CH:6]=[CH:7][C:2]=3[N:1]=2)=[CH:12][CH:11]=1 |f:2.3|. Procedure: This provides an example of a benzoxazole instead of a benzothiazole. In accordance with synthetic Route A, a mixture of 2-aminophenol (1.5 g, 0.0136 mol) and 4-aminobenzoic acid (1.885 g, 0.0136 mol) in polyphosphoric acid (20 g) was heated at about 190° C. for 4 hours, then cooled and poured into 10% aqueous sodium bicarbonate (400 ml). The product was collected by filtration, washed with water and recrystallised from methanol-H2O (10:1) to give small pale yellow crystals (1.76 g, 62%), m.p. 1... The reactants are O=C([O-])[O-], COc1ncc(I)c(OC)n1, Cc1ccc(B(O)O)c(Cl)n1, [Na+], [Na+], CC(=O)[O-], CC(=O)[O-], [Pd+2], c1ccc(P(c2ccccc2)c2ccccc2)cc1. Yields the product COc1ncc(-c2ccc(C)nc2Cl)c(OC)n1. RXN SMILES: [C:23](=[O:24])([O-:25])[O-:26].[CH3:1][O:2][c:3]1[n:4][cH:5][c:6]([I:11])[c:7]([O:9][CH3:10])[n:8]1.[Cl:12][c:13]1[n:14][c:15]([CH3:22])[cH:16][cH:17][c:18]1[B:19]([OH:20])[OH:21].[Na+:27].[Na+:28].[O-:49][C:50]([CH3:51])=[O:52].[O-:53][C:54]([CH3:55])=[O:56].[Pd+2:48].[c:29]1([P:30]([c:31]2[cH:32][cH:33][cH:34][cH:35][cH:36]2)[c:37]2[cH:38][cH:39][cH:40][cH:41][cH:42]2)[cH:43][cH:44][cH:45][cH:46][cH:47]1>>[CH3:1][O:2][c:3]1[n:4][cH:5][c:6](-[c:18]2[c:13]([Cl:12])[n:14][c:15]([CH3:22])[cH:16][cH:17]2)[c:7]([O:9][CH3:10])[n:8]1. The reactants are CCOC(=O)c1onc(-c2ccc(Br)o2)c1C, O=C(OOC(=O)c1ccccc1)c1ccccc1, ClC(Cl)(Cl)Cl, O=C1CCC(=O)N1Br. Yields the product CCOC(=O)c1onc(-c2ccc(Br)o2)c1CBr. Reaction SMILES: [Br:1][c:2]1[cH:3][cH:4][c:5](-[c:7]2[n:8][o:9][c:10]([C:13](=[O:14])[O:15][CH2:16][CH3:17])[c:11]2[CH3:12])[o:6]1.[C:26]([O:27][O:28][C:29](=[O:30])[c:31]1[cH:32][cH:33][cH:34][cH:35][cH:36]1)(=[O:37])[c:38]1[cH:39][cH:40][cH:41][cH:42][cH:43]1.[C:44]([Cl:45])([Cl:46])([Cl:47])[Cl:48].[O:18]=[C:19]1[N:20]([Br:25])[C:21](=[O:22])[CH2:23][CH2:24]1>>[Br:1][c:2]1[cH:3][cH:4][c:5](-[c:7]2[n:8][o:9][c:10]([C:13](=[O:14])[O:15][CH2:16][CH3:17])[c:11]2[CH2:12][Br:25])[o:6]1. The reactants are C=CCC1(C(C)(C)C(=O)Oc2ccc(N)cc2)C(=O)NC(=O)NC1=O, CCO. The product is CCCC1(C(C)(C)C(=O)Oc2ccc(N)cc2)C(=O)NC(=O)NC1=O. RXN SMILES: [CH2:1]([CH:2]=[CH2:3])[C:4]1([C:13]([CH3:14])([CH3:15])[C:16](=[O:17])[O:18][c:19]2[cH:20][cH:21][c:22]([NH2:25])[cH:23][cH:24]2)[C:5](=[O:12])[NH:6][C:7](=[O:11])[NH:8][C:9]1=[O:10].[CH3:26][CH2:27][OH:28]>>[CH2:1]([CH2:2][CH3:3])[C:4]1([C:13]([CH3:14])([CH3:15])[C:16](=[O:17])[O:18][c:19]2[cH:20][cH:21][c:22]([NH2:25])[cH:23][cH:24]2)[C:5](=[O:12])[NH:6][C:7](=[O:11])[NH:8][C:9]1=[O:10]. Yields the product CCOC(=O)Cn1c(C)cc2cc(OC)ccc21. Starting materials: CCOC(=O)CBr, COc1ccc2[nH]c(C)cc2c1, [H-], [Na+], CN(C)C=O. RXN SMILES: [Br:15][CH2:16][C:17](=[O:18])[O:19][CH2:20][CH3:21].[CH3:1][c:2]1[nH:3][c:4]2[cH:5][cH:6][c:7]([O:11][CH3:12])[cH:8][c:9]2[cH:10]1.[H-:13].[Na+:14].[O:22]=[CH:23][N:24]([CH3:25])[CH3:26]>>[CH3:1][c:2]1[n:3]([CH2:16][C:17](=[O:18])[O:19][CH2:20][CH3:21])[c:4]2[cH:5][cH:6][c:7]([O:11][CH3:12])[cH:8][c:9]2[cH:10]1. Starting materials: CC(=O)C.OS(=O)(=O)O.O=[Cr](=O)=O (Jones reagent), OC[C@]12CCC(C=C1CC[C@H]1[C@@H]3CC[C@@H]([C@@]3(C)CC[C@H]21)OC(CC)=O)=O (19-hydroxy-17β-(1-oxopropoxy)androst-4-en-3-one), O (water). Solvent: CC(=O)C (acetone). Yields the product O=C1C=C2CC[C@H]3[C@@H]4CC[C@@H]([C@@]4(C)CC[C@@H]3[C@]2(CC1)C=O)OC(CC)=O (3-oxo-17β(1-oxopropoxy)-androst-4-en-19-al). As a reaction SMILES: [OH:1][CH2:2][C@@:3]12[C@@H:20]3[C@H:11]([C@H:12]4[C@@:16]([CH2:18][CH2:19]3)([CH3:17])[C@@H:15]([O:21][C:22](=[O:25])[CH2:23][CH3:24])[CH2:14][CH2:13]4)[CH2:10][CH2:9][C:8]1=[CH:7][C:6](=[O:26])[CH2:5][CH2:4]2.CC(C)=O.OS(O)(=O)=O.O=[Cr](=O)=O.O>CC(C)=O>[O:26]=[C:6]1[CH2:5][CH2:4][C@@:3]2([CH:2]=[O:1])[C:8]([CH2:9][CH2:10][C@@H:11]3[C@@H:20]2[CH2:19][CH2:18][C@@:16]2([CH3:17])[C@H:12]3[CH2:13][CH2:14][C@@H:15]2[O:21][C:22](=[O:25])[CH2:23][CH3:24])=[CH:7]1 |f:1.2.3|. Procedure: To a solution of 14 g of 19-hydroxy-17β-(1-oxopropoxy)androst-4-en-3-one in 1 liter of acetone cooled in an ice bath is added 13.3 ml of Jones reagent over 1 hour after which the reaction mixture is poured into a large volume of water and extracted with ether. The ether extract is dried over magnesium sulfate, filtered and the solvent removed. The residue is crystallized from acetone-hexane to give 3-oxo-17β(1-oxopropoxy)-androst-4-en-19-al, M.P. 119°-121° C. Starting materials: [N+](=O)([O-])C=1C=C(C(=O)NN)C=CC1 (3-Nitrobenzoic acid, hydrazide), 148507r, C(C)OC(C)(OCC)OCC (1,1,1-triethoxyethane). Yields the product CC=1OC(=NN1)C1=CC(=CC=C1)[N+](=O)[O-] (2-methyl-5-(3-nitrophenyl)-1,3,4-oxadiazole). As a reaction SMILES: [N+:1]([C:4]1[CH:5]=[C:6]([CH:11]=[CH:12][CH:13]=1)[C:7]([NH:9][NH2:10])=[O:8])([O-:3])=[O:2].[CH2:14](OC(OCC)(OCC)C)[CH3:15]>>[CH3:14][C:15]1[O:8][C:7]([C:6]2[CH:11]=[CH:12][CH:13]=[C:4]([N+:1]([O-:3])=[O:2])[CH:5]=2)=[N:9][N:10]=1. Procedure details: 3-Nitrobenzoic acid, hydrazide, 24.5 g, (Chemical Abstracts, Vol. 102, 148507r (1983)) and 1,1,1-triethoxyethane are refluxed overnight. The mixture is cooled, filtered, and washed with hexane to give 21.9 g of 2-methyl-5-(3-nitrophenyl)-1,3,4-oxadiazole after recrystallization from 2-propanol; mp 154°-156° C. The reactants are [Li]C, C1CCOC1, CC(C)c1cccc(C(=O)O)c1O. Yields the product CC(=O)c1cccc(C(C)C)c1O. As a reaction SMILES: [Li:14][CH3:15].[O:16]1[CH2:17][CH2:18][CH2:19][CH2:20]1.[OH:1][c:2]1[c:3]([C:4](=[O:5])[OH:6])[cH:7][cH:8][cH:9][c:10]1[CH:11]([CH3:12])[CH3:13]>>[OH:1][c:2]1[c:3]([C:4](=[O:6])[CH3:15])[cH:7][cH:8][cH:9][c:10]1[CH:11]([CH3:12])[CH3:13]. Reactants: N=C(c1ccccc1)c1ccccc1, Cc1ccccc1, Cc1csc(N)n1. Yields the product Cc1csc(N=C(c2ccccc2)c2ccccc2)n1. Reaction SMILES: [C:1]([c:2]1[cH:3][cH:4][cH:5][cH:6][cH:7]1)([c:8]1[cH:9][cH:10][cH:11][cH:12][cH:13]1)=[NH:14].[CH3:22][c:23]1[cH:24][cH:25][cH:26][cH:27][cH:28]1.[NH2:15][c:16]1[s:17][cH:18][c:19]([CH3:21])[n:20]1>>[C:1]([c:2]1[cH:3][cH:4][cH:5][cH:6][cH:7]1)([c:8]1[cH:9][cH:10][cH:11][cH:12][cH:13]1)=[N:14][c:16]1[s:17][cH:18][c:19]([CH3:21])[n:20]1.